From a dataset of the Open Reaction Database (ORD), a public repository of structured organic reaction records. describe an organic reaction: reactants, conditions, products, and yield Starting materials: ClC=1N=NC=C2C1N(C(=C2C)C)CC=C (7-chloro-2,3-dimethyl-1-(2-propenyl)pyrrolo[2,3-d]pyridazine), ClC1=C(CO)C=CC(=C1)Cl (2,4-dichlorobenzyl alcohol). Yields the product ClC1=C(COC=2N=NC=C3C2N(C(=C3C)C)CC=C)C=CC(=C1)Cl (7-(2,4-Dichlorobenzyloxy)-2,3-dimethyl-1-(2-propenyl)pyrrolo[2,3-d]pyridazine). Yield: 76.5%. As a reaction SMILES: Cl[C:2]1[N:3]=[N:4][CH:5]=[C:6]2[C:10]([CH3:11])=[C:9]([CH3:12])[N:8]([CH2:13][CH:14]=[CH2:15])[C:7]=12.[Cl:16][C:17]1[CH:24]=[C:23]([Cl:25])[CH:22]=[CH:21][C:18]=1[CH2:19][OH:20]>>[Cl:16][C:17]1[CH:24]=[C:23]([Cl:25])[CH:22]=[CH:21][C:18]=1[CH2:19][O:20][C:2]1[N:3]=[N:4][CH:5]=[C:6]2[C:10]([CH3:11])=[C:9]([CH3:12])[N:8]([CH2:13][CH:14]=[CH2:15])[C:7]=12. Procedure: The title compound was prepared as white crystals in 76.5% yield in a similar procedure to that described in Example 1 by using 7-chloro-2,3-dimethyl-1-(2-propenyl)pyrrolo[2,3-d]pyridazine and 2,4-dichlorobenzyl alcohol. Product: CC(=O)c1ccc(O)c(-c2ccccc2)c1O. RXN SMILES: [Cs+:24].[O:26]1[CH2:27][CH2:28][CH2:29][CH2:30]1.[OH-:23].[OH2:22].[OH2:25].[OH:1][c:2]1[c:3]([C:10]([CH3:11])=[O:12])[cH:4][cH:5][c:6]([OH:9])[c:7]1[I:8].[c:13]1([B:19]([OH:20])[OH:21])[cH:14][cH:15][cH:16][cH:17][cH:18]1>>[OH:1][c:2]1[c:3]([C:10]([CH3:11])=[O:12])[cH:4][cH:5][c:6]([OH:9])[c:7]1-[c:13]1[cH:14][cH:15][cH:16][cH:17][cH:18]1. Starting materials: [Cs+], C1CCOC1, [OH-], O, O, CC(=O)c1ccc(O)c(I)c1O, OB(O)c1ccccc1. The reactants are Cc1nc(C(=O)O)c(C)o1, COC(=O)C(Cc1ccc(-c2ccnc(C)c2C)cc1)NC(=O)C1Cc2cc3c(cc2CN1)OC(c1cccc(OCC2CCCCC2)c1)CO3, CCN=C=NCCCN(C)C, CO, CCN(C(C)C)C(C)C, ClCCl, Cl, Cl, On1nnc2ccccc21. Product: COC(=O)C(Cc1ccc(-c2ccnc(C)c2C)cc1)NC(=O)C1Cc2cc3c(cc2CN1C(=O)c1nc(C)oc1C)OC(c1cccc(OCC2CCCCC2)c1)CO3. RXN SMILES: [CH3:1][c:2]1[o:3][c:4]([CH3:10])[c:5]([C:7](=[O:8])[OH:9])[n:6]1.[CH3:23][O:24][C:25]([CH:26]([CH2:27][c:28]1[cH:29][cH:30][c:31](-[c:34]2[c:35]([CH3:41])[c:36]([CH3:40])[n:37][cH:38][cH:39]2)[cH:32][cH:33]1)[NH:42][C:43](=[O:44])[CH:45]1[NH:46][CH2:47][c:48]2[cH:49][c:50]3[c:51]([cH:52][c:53]2[CH2:54]1)[O:55][CH2:56][CH:57]([c:59]1[cH:60][c:61]([O:65][CH2:66][CH:67]2[CH2:68][CH2:69][CH2:70][CH2:71][CH2:72]2)[cH:62][cH:63][cH:64]1)[O:58]3)=[O:73].[CH3:86][CH2:87][N:88]=[C:89]=[N:90][CH2:91][CH2:92][CH2:93][N:94]([CH3:95])[CH3:96].[CH3:97][OH:98].[CH:74]([N:75]([CH2:76][CH3:77])[CH:78]([CH3:79])[CH3:80])([CH3:81])[CH3:82].[Cl:83][CH2:84][Cl:85].[ClH:21].[ClH:22].[OH:11][n:12]1[c:13]2[c:14]([cH:15][cH:16][cH:17][cH:18]2)[n:19][n:20]1>>[CH3:1][c:2]1[o:3][c:4]([CH3:10])[c:5]([C:7](=[O:9])[N:46]2[CH:45]([C:43]([NH:42][CH:26]([C:25]([O:24][CH3:23])=[O:73])[CH2:27][c:28]3[cH:29][cH:30][c:31](-[c:34]4[c:35]([CH3:41])[c:36]([CH3:40])[n:37][cH:38][cH:39]4)[cH:32][cH:33]3)=[O:44])[CH2:54][c:53]3[c:48]([cH:49][c:50]4[c:51]([cH:52]3)[O:55][CH2:56][CH:57]([c:59]3[cH:60][c:61]([O:65][CH2:66][CH:67]5[CH2:68][CH2:69][CH2:70][CH2:71][CH2:72]5)[cH:62][cH:63][cH:64]3)[O:58]4)[CH2:47]2)[n:6]1. The reactants are C(CCC)C(=C(CCCC)CCCC)[Sn] (tributylvinyltin), [F-].[K+] (potassium fluoride), BrC1=C(CNC(C(F)(F)F)=O)C=CC=C1 (N-(2-bromobenzyl)-2,2,2-trifluoroacetamide), C1(=CC=CC=C1)C (toluene). The reagents and catalysts are C=1C=CC(=CC1)[P](C=2C=CC=CC2)(C=3C=CC=CC3)[Pd]([P](C=4C=CC=CC4)(C=5C=CC=CC5)C=6C=CC=CC6)([P](C=7C=CC=CC7)(C=8C=CC=CC8)C=9C=CC=CC9)[P](C=1C=CC=CC1)(C=1C=CC=CC1)C=1C=CC=CC1 (tetrakis(triphenylphosphine)palladium(0)). Solvent: C(C)(=O)OCC (ethyl acetate). Run at temperature 130 celsius, time 17 hour. Product: FC(C(=O)NCC1=C(C=CC=C1)C=C)(F)F (2,2,2-trifluoro-N-(2-vinylbenzyl)acetamide). RXN SMILES: Br[C:2]1[CH:15]=[CH:14][CH:13]=[CH:12][C:3]=1[CH2:4][NH:5][C:6](=[O:11])[C:7]([F:10])([F:9])[F:8].[C:16]1(C)C=CC=C[CH:17]=1.C(C([Sn])=C(CCCC)CCCC)CCC.[F-].[K+]>C1C=CC([P]([Pd]([P](C2C=CC=CC=2)(C2C=CC=CC=2)C2C=CC=CC=2)([P](C2C=CC=CC=2)(C2C=CC=CC=2)C2C=CC=CC=2)[P](C2C=CC=CC=2)(C2C=CC=CC=2)C2C=CC=CC=2)(C2C=CC=CC=2)C2C=CC=CC=2)=CC=1.C(OCC)(=O)C>[F:8][C:7]([F:10])([F:9])[C:6]([NH:5][CH2:4][C:3]1[CH:12]=[CH:13][CH:14]=[CH:15][C:2]=1[CH:16]=[CH2:17])=[O:11] |f:3.4,^1:24,43,45,64,83|. Procedure: Under an argon atmosphere, to a mixture of 2.47 g of N-(2-bromobenzyl)-2,2,2-trifluoroacetamide and 25 ml of toluene were added 1.02 g of tetrakis(triphenylphosphine)palladium(0) and 3.10 g of tributylvinyltin, followed by stirring at 130° C. for 17 hours. The reaction mixture was left to be cooled to room temperature, and ethyl acetate and a 10% aqueous potassium fluoride solution were then added thereto, followed by stirring. The reaction mixture was filtered over Celite and the organic layer ...